From a dataset of the Open Reaction Database (ORD), a public repository of structured organic reaction records. describe an organic reaction: reactants, conditions, products, and yield Product: O=C(Cc1ccc(-c2cccc(F)c2)cc1)Nc1n[nH]c2c1CCC2. Reactants: CN(C)C=O, O=C(Cl)C(=O)Cl, O=C(O)Cc1ccc(-c2cccc(F)c2)cc1, C1CCOC1, Nc1n[nH]c2c1CCC2. Reaction SMILES: [CH3:24][N:25]([CH3:26])[CH:27]=[O:28].[Cl:18][C:19]([C:20]([Cl:21])=[O:22])=[O:23].[F:1][c:2]1[cH:3][c:4](-[c:8]2[cH:9][cH:10][c:11]([CH2:14][C:15](=[O:16])[OH:17])[cH:12][cH:13]2)[cH:5][cH:6][cH:7]1.[O:38]1[CH2:39][CH2:40][CH2:41][CH2:42]1.[nH:29]1[n:30][c:31]([NH2:37])[c:32]2[c:33]1[CH2:34][CH2:35][CH2:36]2>>[F:1][c:2]1[cH:3][c:4](-[c:8]2[cH:9][cH:10][c:11]([CH2:14][C:15](=[O:17])[NH:37][c:31]3[n:30][nH:29][c:33]4[c:32]3[CH2:36][CH2:35][CH2:34]4)[cH:12][cH:13]2)[cH:5][cH:6][cH:7]1. Reactants: O=C(OOC(=O)c1ccccc1)c1ccccc1, CC(=O)O, Cc1ccc(C(=O)O)cn1, CCOC(C)=O, O=C1CCC(=O)N1Br, c1ccccc1. Yields the product O=C(O)c1ccc(CBr)nc1. Reaction SMILES: [C:19]([O:20][O:21][C:22](=[O:23])[c:24]1[cH:25][cH:26][cH:27][cH:28][cH:29]1)(=[O:30])[c:31]1[cH:32][cH:33][cH:34][cH:35][cH:36]1.[C:37]([OH:38])(=[O:39])[CH3:40].[CH3:1][c:2]1[n:3][cH:4][c:5]([C:6](=[O:7])[OH:8])[cH:9][cH:10]1.[CH3:47][CH2:48][O:49][C:50](=[O:51])[CH3:52].[O:11]=[C:12]1[N:13]([Br:18])[C:14](=[O:15])[CH2:16][CH2:17]1.[cH:41]1[cH:42][cH:43][cH:44][cH:45][cH:46]1>>[CH2:1]([c:2]1[n:3][cH:4][c:5]([C:6](=[O:7])[OH:8])[cH:9][cH:10]1)[Br:18]. Starting materials: ClC1=NC=C2N=CN(C2=N1)C(CC)CC (2-chloro-9-(1-ethyl-propyl)-9H-purine), CC=1C=CC(=CC1)S(=O)(=O)O (TsOH), NC1=CC=C(C=C1)N1CCN(CC1)C(C)=O (1-[4-(4-amino-phenyl)-piperazin-1-yl]-ethanone). Run in CCOC(=O)C (EtOAc), CN(C)C=O (DMF). Conditions: temperature 140 celsius. Yields the product C(C)C(CC)N1C2=NC(=NC=C2N=C1)NC1=CC=C(C=C1)N1CCN(CC1)C(C)=O (1-(4-{4-[9-(1-ethyl-propyl)-9H-purin-2-ylamino]-phenyl}-piperazin-1-yl)-ethanone). The yield is 24.5%. Reaction SMILES: Cl[C:2]1[N:10]=[C:9]2[C:5]([N:6]=[CH:7][N:8]2[CH:11]([CH2:14][CH3:15])[CH2:12][CH3:13])=[CH:4][N:3]=1.CC1C=CC(S(O)(=O)=O)=CC=1.[NH2:27][C:28]1[CH:33]=[CH:32][C:31]([N:34]2[CH2:39][CH2:38][N:37]([C:40](=[O:42])[CH3:41])[CH2:36][CH2:35]2)=[CH:30][CH:29]=1>CN(C=O)C.CCOC(C)=O>[CH2:12]([CH:11]([N:8]1[CH:7]=[N:6][C:5]2[C:9]1=[N:10][C:2]([NH:27][C:28]1[CH:29]=[CH:30][C:31]([N:34]3[CH2:35][CH2:36][N:37]([C:40](=[O:42])[CH3:41])[CH2:38][CH2:39]3)=[CH:32][CH:33]=1)=[N:3][CH:4]=2)[CH2:14][CH3:15])[CH3:13]. Procedure: To a mixture of 2-chloro-9-(1-ethyl-propyl)-9H-purine (90 mg, 0.4 mmol) and TsOH (1.6 mL, 0.2 M in 1,4-dioxane) in DMF (0.25 mL) is added 1-[4-(4-amino-phenyl)-piperazin-1-yl]-ethanone (105 mg, 0.5 mmol). The reaction mixture is sealed in a microwave reactor and heated at 140° C. for 30 min. The mixture is diluted with EtOAc and washed with NaHCO3 aqueous solution and brine. The organics are dried over Na2SO4, filtered and concentrated. The crude product is purified by preparative HPLC to give 4... Reactants: BrCCCCCCOCCCCc1ccccc1, CCOCc1nc2cnc3ccccc3c2n1CCO, CN(C)C=O, [H-], [Na+]. Yields the product CCOCc1nc2cnc3ccccc3c2n1CCOCCCCCCOCCCCc1ccccc1. Reaction SMILES: [Br:23][CH2:24][CH2:25][CH2:26][CH2:27][CH2:28][CH2:29][O:30][CH2:31][CH2:32][CH2:33][CH2:34][c:35]1[cH:36][cH:37][cH:38][cH:39][cH:40]1.[CH2:1]([CH3:2])[O:3][CH2:4][c:5]1[n:6]([CH2:18][CH2:19][OH:20])[c:7]2[c:8]([cH:9][n:10][c:11]3[cH:12][cH:13][cH:14][cH:15][c:16]23)[n:17]1.[CH3:41][N:42]([CH3:43])[CH:44]=[O:45].[H-:21].[Na+:22]>>[CH2:1]([CH3:2])[O:3][CH2:4][c:5]1[n:6]([CH2:18][CH2:19][O:20][CH2:24][CH2:25][CH2:26][CH2:27][CH2:28][CH2:29][O:30][CH2:31][CH2:32][CH2:33][CH2:34][c:35]2[cH:36][cH:37][cH:38][cH:39][cH:40]2)[c:7]2[c:8]([cH:9][n:10][c:11]3[cH:12][cH:13][cH:14][cH:15][c:16]23)[n:17]1. Reactants: NC1=CC(=C(C(=O)O)C=C1Cl)OC (4-amino-5-chloro-2-methoxybenzoic acid), NCC1N(C(CC1)C)CC1=CC=CC=C1 (2-aminomethyl-1-benzyl-5-methylpyrrolidine). The product is C(C1=CC=CC=C1)N1C(CCC1C)CNC(C1=C(C=C(C(=C1)Cl)N)OC)=O (N-(1-benzyl-5-methyl-2-pyrrolidinylmethyl)-4-amino-5-chloro-2-methoxybenzamide). Reaction SMILES: [NH2:1][C:2]1[C:10]([Cl:11])=[CH:9][C:5]([C:6]([OH:8])=O)=[C:4]([O:12][CH3:13])[CH:3]=1.[NH2:14][CH2:15][CH:16]1[CH2:20][CH2:19][CH:18]([CH3:21])[N:17]1[CH2:22][C:23]1[CH:28]=[CH:27][CH:26]=[CH:25][CH:24]=1>>[CH2:22]([N:17]1[CH:18]([CH3:21])[CH2:19][CH2:20][CH:16]1[CH2:15][NH:14][C:6](=[O:8])[C:5]1[CH:9]=[C:10]([Cl:11])[C:2]([NH2:1])=[CH:3][C:4]=1[O:12][CH3:13])[C:23]1[CH:28]=[CH:27][CH:26]=[CH:25][CH:24]=1. Reported procedure: By following general method B using 1.01 g. of 4-amino-5-chloro-2-methoxybenzoic acid and 1.0 g. of 2-aminomethyl-1-benzyl-5-methylpyrrolidine, 1.5 g. of N-(1-benzyl-5-methyl-2-pyrrolidinylmethyl)-4-amino-5-chloro-2-methoxybenzamide was obtained. Reactants: N#Cc1ccc(C(O)c2cn(C(c3ccccc3)(c3ccccc3)c3ccccc3)cn2)cc1F, ClCCl, O=[Mn]=O. Yields the product N#Cc1ccc(C(=O)c2cn(C(c3ccccc3)(c3ccccc3)c3ccccc3)cn2)cc1F. As a reaction SMILES: [C:1](#[N:2])[c:3]1[c:4]([F:35])[cH:5][c:6]([CH:9]([OH:10])[c:11]2[n:12][cH:13][n:14]([C:16]([c:17]3[cH:18][cH:19][cH:20][cH:21][cH:22]3)([c:23]3[cH:24][cH:25][cH:26][cH:27][cH:28]3)[c:29]3[cH:30][cH:31][cH:32][cH:33][cH:34]3)[cH:15]2)[cH:7][cH:8]1.[Cl:36][CH2:37][Cl:38].[O:39]=[Mn:40]=[O:41]>>[C:1](#[N:2])[c:3]1[c:4]([F:35])[cH:5][c:6]([C:9](=[O:10])[c:11]2[n:12][cH:13][n:14]([C:16]([c:17]3[cH:18][cH:19][cH:20][cH:21][cH:22]3)([c:23]3[cH:24][cH:25][cH:26][cH:27][cH:28]3)[c:29]3[cH:30][cH:31][cH:32][cH:33][cH:34]3)[cH:15]2)[cH:7][cH:8]1.